This data is from the Open Reaction Database (ORD), a public repository of structured organic reaction records. The task is: describe an organic reaction: reactants, conditions, products, and yield Reactants: NC1=CC=C(OC(C(=O)O)C)C=C1 (2-(4-Amino-phenoxy)-propionic acid), Cl (HCl), CO (methanol). The product is COC(C(C)OC1=CC=C(C=C1)N)=O (2-(4-Amino-phenoxy)-propionic acid methyl ester). Yield: 37.2%. As a reaction SMILES: [NH2:1][C:2]1[CH:13]=[CH:12][C:5]([O:6][CH:7]([CH3:11])[C:8]([OH:10])=[O:9])=[CH:4][CH:3]=1.Cl.[CH3:15]O>>[CH3:15][O:9][C:8](=[O:10])[CH:7]([O:6][C:5]1[CH:4]=[CH:3][C:2]([NH2:1])=[CH:13][CH:12]=1)[CH3:11]. Procedure details: To a mixture of 2-(4-Amino-phenoxy)-propionic acid 17 (240 g, 1.103 mol), in methanol (4.8 liters) was passed dry HCl gas at 10° C. for 1 hour and refluxed for 48 hours. Methanol (2.5 liter) was distilled off, ice water (1 liter) was added and the pH was adjusted to 7.5 with K2CO3. Crude 18 was extracted into chloroform, washed with 5% NaHCO3 solution, water, dried over Na2SO4 and distilled to give 18 (80 g, 37.2%) as a brown syrup. The structure was confirmed with NMR. Yields the product OC1=C(C(=O)OC)C=CC=C1 (methyl 2-hydroxybenzoate). The reactants are ice, C(C=1C(O)=CC=CC1)(=O)O (salicylic acid), O=S(Cl)Cl (SOCl2), CO (methanol). Reported procedure: To a ice cold solution of salicylic acid (10 g, 0.072 mol) in methanol (100 mL), was added drop wise SOCl2 (12.8 g, 0.1 mol). After the addition, the mixture was warmed to room temperature and heated to reflux for 12 h. After reaction is completed the reaction mixture was cooled to room temperature and the excess methanol was evaporated under reduced pressure to obtain 9 g of methyl 2-hydroxybenzoate as a white solid. (81%). A solution of methyl 2-hydroxybenzoate (9 g, 0.059 mol) in glacial acet... Reaction SMILES: [C:1]([OH:10])(=[O:9])[C:2]1[C:3](=[CH:5][CH:6]=[CH:7][CH:8]=1)[OH:4].O=S(Cl)Cl.[CH3:15]O>>[OH:4][C:3]1[CH:5]=[CH:6][CH:7]=[CH:8][C:2]=1[C:1]([O:10][CH3:15])=[O:9]. Starting materials: C(C)(=O)OC(C=CC1=NC=CN=C1)COC(C)=O (2-(3,4-diacetoxy-1-butenyl)pyrazine), [Na] (sodium). Solvent: CO (methanol). Run at time 8 hour. Product: OC(C=CC1=NC=CN=C1)CO (2-(3,4-dihydroxy-1-butenyl)pyrazine). Isolated yield 99.0%. RXN SMILES: C([O:4][CH:5]([CH2:14][O:15]C(=O)C)[CH:6]=[CH:7][C:8]1[CH:13]=[N:12][CH:11]=[CH:10][N:9]=1)(=O)C.[Na]>CO>[OH:4][CH:5]([CH2:14][OH:15])[CH:6]=[CH:7][C:8]1[CH:13]=[N:12][CH:11]=[CH:10][N:9]=1 |^1:18|. Procedure details: 2.60 g of 2-(3,4-diacetoxy-1-butenyl)pyrazine (4104) was added to a solution of 78 mg of sodium in 50 ml of methanol. This was stirred at 25° overnight and then concentrated in vacuo. The product was purified by gel permeation chromatography (Biogel P-2/water) and gave 1.71 g of 2-(3,4-dihydroxy-1-butenyl)pyrazine (4105) as a pale yellow oil. UV H2O max: 234 (4.08), 292 (3.86). Procedure: Compound 13 was alkylated with MeI according to a general amino group alkylation procedure as follows. The 3-methoxybenzoquinoline derivative (100 mg) 13 was suspended in 5 mL of dry THF and cooled to −5° C. (ice/NaCl). 1.1 equivalents of n-butyl lithium (1 M) was added dropwise, and the reaction was stirred for 1 hour. 3 equivalents of the MeI alkylating agent was added slowly and the reaction was allowed to stir at room temperature for 2 hours. Aqueous work-up using NH4Cl and EtOAc gave a crud... Starting materials: N1=CC=CC2=CC=C3C(=C12)C=CC=C3 (benzoquinoline), C(CCC)[Li] (n-butyl lithium), ice NaCl, [NH4+].[Cl-] (NH4Cl), CI (MeI), COC=1C=NC2=C3C(=CC=C2C1)C=CC=C3 (3-methoxybenzoquinoline), CI (MeI). Conditions: time 1 hour. Product: CN1C(C=CC2=CC=C3C(=C12)C=CC=C3)O (N-methyl-hydroxybenzoquinoline). As a reaction SMILES: [N:1]1[C:10]2C(=[CH:6][CH:7]=[C:8]3[CH:14]=[CH:13][CH:12]=[CH:11][C:9]3=2)C=C[CH:2]=1.CI.C[O:18]C1C=NC2C(C=1)=CC=C1C=CC=CC=21.[CH2:33]([Li])[CH2:34][CH2:35][CH3:36].[NH4+].[Cl-]>C1COCC1.CCOC(C)=O>[CH3:2][N:1]1[C:10]2[C:36](=[CH:6][CH:7]=[C:8]3[CH:14]=[CH:13][CH:12]=[CH:11][C:9]3=2)[CH:35]=[CH:34][CH:33]1[OH:18] |f:4.5|. Solvent: C1CCOC1 (THF), CCOC(=O)C (EtOAc). Reactants: CN1CC(NC(=O)OC(C)(C)C)C(=O)N(C)c2ccccc21, Cl, C1COCCO1. Product: CN1CC(N)C(=O)N(C)c2ccccc21, Cl. Reaction SMILES: [CH3:1][N:2]1[C:3](=[O:22])[CH:4]([NH:14][C:15](=[O:16])[O:17][C:18]([CH3:19])([CH3:20])[CH3:21])[CH2:5][N:6]([CH3:13])[c:7]2[c:8]1[cH:9][cH:10][cH:11][cH:12]2.[ClH:23].[O:24]1[CH2:25][CH2:26][O:27][CH2:28][CH2:29]1>>[CH3:1][N:2]1[C:3](=[O:22])[CH:4]([NH2:14])[CH2:5][N:6]([CH3:13])[c:7]2[c:8]1[cH:9][cH:10][cH:11][cH:12]2.[ClH:23]. Starting materials: S(=O)(Cl)Cl (thionyl chloride), mixture, FC=1C=C2C(=CC(N(C2=CC1)C)=O)CC(=O)O (6-fluoro-1-methyl-2-oxo-1,2-dihydro-4-quinolineacetic acid), CO (methanol). Run in ClCCl (dichloromethane). Run at time 13 hour. The product is FC=1C=C2C(=CC(N(C2=CC1)C)=O)CC(=O)OC (Methyl 6-fluoro-1-methyl-2-oxo-1,2-dihydro-4-quinolineacetate). As a reaction SMILES: S(Cl)(Cl)=O.[F:5][C:6]1[CH:7]=[C:8]2[C:13](=[CH:14][CH:15]=1)[N:12]([CH3:16])[C:11](=[O:17])[CH:10]=[C:9]2[CH2:18][C:19]([OH:21])=[O:20].[CH3:22]O>ClCCl>[F:5][C:6]1[CH:7]=[C:8]2[C:13](=[CH:14][CH:15]=1)[N:12]([CH3:16])[C:11](=[O:17])[CH:10]=[C:9]2[CH2:18][C:19]([O:21][CH3:22])=[O:20]. Reported procedure: 16 ml (219 mmol) of thionyl chloride are added dropwise over approximately 30 minutes to a stirred suspension of 11.37 g (49.38 mmol) of a mixture of 6-fluoro-1-methyl-2-oxo-1,2-dihydro-4-quinolineacetic acid in 120 ml of methanol. The mixture is stirred overnight (13 hours) at room temperature and the solvent is driven off under vacuum. The residue is dissolved in 400 ml of dichloromethane, and then washed with saturated aqueous sodium bicarbonate solution and then with water. After drying over...